This data is from the Open Reaction Database (ORD), a public repository of structured organic reaction records. The task is: describe an organic reaction: reactants, conditions, products, and yield The reactants are CN(C)C1(c2ccccc2)CCC(=O)CC1, CC(=O)O, ClCCCl, c1ccc2c(C3CCNCC3)c[nH]c2c1. The product is CN(C)C1(c2ccccc2)CCC(N2CCC(c3c[nH]c4ccccc34)CC2)CC1. RXN SMILES: [CH3:16][N:17]([C:18]1([c:25]2[cH:26][cH:27][cH:28][cH:29][cH:30]2)[CH2:19][CH2:20][C:21](=[O:24])[CH2:22][CH2:23]1)[CH3:31].[CH3:32][C:33](=[O:34])[OH:35].[Cl:36][CH2:37][CH2:38][Cl:39].[NH:1]1[CH2:2][CH2:3][CH:4]([c:7]2[cH:8][nH:9][c:10]3[cH:11][cH:12][cH:13][cH:14][c:15]23)[CH2:5][CH2:6]1>>[N:1]1([CH:21]2[CH2:20][CH2:19][C:18]([N:17]([CH3:16])[CH3:31])([c:25]3[cH:26][cH:27][cH:28][cH:29][cH:30]3)[CH2:23][CH2:22]2)[CH2:2][CH2:3][CH:4]([c:7]2[cH:8][nH:9][c:10]3[cH:11][cH:12][cH:13][cH:14][c:15]23)[CH2:5][CH2:6]1. Reactants: CC1(C)CCOC1=O, Cl, [K+], [OH-], O. Yields the product CC(C)(CCO)C(=O)O. RXN SMILES: [CH3:1][C:2]1([CH3:8])[C:3](=[O:4])[O:5][CH2:6][CH2:7]1.[ClH:11].[K+:10].[OH-:9].[OH2:12]>>[CH3:1][C:2]([C:3](=[O:4])[OH:9])([CH2:7][CH2:6][OH:5])[CH3:8]. Reactants: [Si](C)(C)(C(C)(C)C)OC=1C2=C(C=3CNC(C3C1)=O)O[C@]13[C@](C2)([C@H](CC[C@H]1C(C=CC3)(C)C)C)C ((6aR,7S,9aS,13aS)-5-(t-butyldimethylsilyloxy)-2,3,6,6a,7,8,9,9a,10,13-decahydro-6a,7,10,10-tetramethyl-3-oxo-1H-benzo[8,8a][1]benzopyrano[2,3-e]isoindole), C(O)([O-])=O.[Na+] (sodium hydrogen carbonate), S(=S)(=O)([O-])[O-].[Na+].[Na+] (sodium thiosulfate), ClC1=CC(=CC=C1)C(=O)OO (m-chloroperbenzoic acid). Run in ClCCl (dichloromethane). Reaction conditions: time 18.5 hour. Product: [Si](C)(C)(C(C)(C)C)OC=1C2=C(C=3CNC(C3C1)=O)O[C@]13[C@](C2)([C@H](CC[C@H]1C([C@@H]1[C@H](C3)O1)(C)C)C)C ((6aR,7S,9aS,11R,12S,13aS)-5-(t-butyldimethylsilyloxy)-11,12-epoxy-2,3,6,6a,7,8,9,9a,10,11,12,13-dodecahydro-6a,7,10,10-tetramethyl-3-oxo-1H-benzo[8,8a] [1]benzopyrano[2,3-e]isoindole). The yield is 70.3%. Reaction SMILES: [Si:1]([O:8][C:9]1[C:10]2[CH2:22][C@:21]3([CH3:34])[C@@H:23]([CH3:33])[CH2:24][CH2:25][C@H:26]4[C:27]([CH3:32])([CH3:31])[CH:28]=[CH:29][CH2:30][C@@:20]34[O:19][C:11]=2[C:12]2[CH2:13][NH:14][C:15](=[O:18])[C:16]=2[CH:17]=1)([C:4]([CH3:7])([CH3:6])[CH3:5])([CH3:3])[CH3:2].C(=O)([O-])[OH:36].[Na+].ClC1C=CC=C(C(OO)=O)C=1.S([O-])([O-])(=O)=S.[Na+].[Na+]>ClCCl>[Si:1]([O:8][C:9]1[C:10]2[CH2:22][C@:21]3([CH3:34])[C@@H:23]([CH3:33])[CH2:24][CH2:25][C@H:26]4[C:27]([CH3:32])([CH3:31])[C@H:28]5[O:36][C@H:29]5[CH2:30][C@@:20]34[O:19][C:11]=2[C:12]2[CH2:13][NH:14][C:15](=[O:18])[C:16]=2[CH:17]=1)([C:4]([CH3:7])([CH3:5])[CH3:6])([CH3:3])[CH3:2] |f:1.2,4.5.6|. Procedure: To a solution of Compound (41b) (40 mg, 0.08 mmol) in 4 ml of dichloromethane was added 15 mg (0.18 mmol) of sodium hydrogen carbonate under ice-cooling. To the resulting suspension was added 25 mg (0.116 mmol) of 80% m-chloroperbenzoic acid, and the mixture stirred for 18.5 hours at room temperature. To the reaction mixture were added 0.5N aqueous sodium thiosulfate solution and an aqueous saturated sodium hydrogen carbonate solution, followed by extraction with ethyl acetate. The extract was w... Reactants: 4(c), C=1C=CC2=C(C1)N=NN2O (HOBt), O (H2O), C1CCC(CC1)N=C=NC2CCCCC2 (DCC), FC1=C(C=C(C(=O)OC(C)(C)C)C=C1)CNC (tert-butyl 4-fluoro-3-(methylaminomethyl)benzoate), C(C1=CC=CC=C1)OC(=O)N[C@H](CO)C(=O)O (N-(benzyloxycarbonyl)-D-serine). The solvent is CN(C)C=O.C(Cl)Cl (DMF CH2Cl2). Yields the product FC1=C(C=C(C(=O)OC(C)(C)C)C=C1)CNCC([C@H](NC(=O)OCC1=CC=CC=C1)CO)=O (tert-Butyl (R)-4-fluoro-3-[[[N-(benzyloxycarbonyl)serinyl]methylamino]methyl]benzoate). The yield is 85.8%. RXN SMILES: [F:1][C:2]1[CH:14]=[CH:13][C:5]([C:6]([O:8][C:9]([CH3:12])([CH3:11])[CH3:10])=[O:7])=[CH:4][C:3]=1[CH2:15][NH:16][CH3:17].[CH2:18]([O:25][C:26]([NH:28][C@@H:29]([C:32](O)=[O:33])[CH2:30][OH:31])=[O:27])[C:19]1[CH:24]=[CH:23][CH:22]=[CH:21][CH:20]=1.C1C=CC2N(O)N=NC=2C=1.O.C1CCC(N=C=NC2CCCCC2)CC1>CN(C=O)C.C(Cl)Cl>[F:1][C:2]1[CH:14]=[CH:13][C:5]([C:6]([O:8][C:9]([CH3:11])([CH3:12])[CH3:10])=[O:7])=[CH:4][C:3]=1[CH2:15][NH:16][CH2:17][C:30](=[O:31])[C@@H:29]([CH2:32][OH:33])[NH:28][C:26]([O:25][CH2:18][C:19]1[CH:24]=[CH:23][CH:22]=[CH:21][CH:20]=1)=[O:27] |f:5.6|. Reported procedure: According to the procedure of Preparation 4(c), except using tert-butyl 4-fluoro-3-(methylaminomethyl)benzoate (4.00 g, 16.7 mmole), N-(benzyloxycarbonyl)-D-serine (4.00 g, 16.7 mmole), HOBt.H2O (2.3 g, 17 mmole), DCC (2.4 g, 11.6 mmole), and 1:1 DMF/CH2Cl2 (100 mL), the title compound (6.60 g, 79%) was prepared as a sticky foam following flash chromatography on silica gel (50% EtOAc/hexanes): MS (ES) m/e 461.1 (M+H)+. The reactants are O=C([O-])[O-], CC(O)(c1ccc(N2CCN(S(=O)(=O)c3cccs3)CC2COS(C)(=O)=O)cc1)C(F)(F)F, CC1COCCN1, CC#N, [K+], [K+]. Product: CC1COCCN1CC1CN(S(=O)(=O)c2cccs2)CCN1c1ccc(C(C)(O)C(F)(F)F)cc1. As a reaction SMILES: [C:41](=[O:42])([O-:43])[O-:44].[CH3:1][S:2]([O:3][CH2:6][CH:7]1[N:8]([c:21]2[cH:22][cH:23][c:24]([C:27]([C:28]([F:29])([F:30])[F:31])([CH3:32])[OH:33])[cH:25][cH:26]2)[CH2:9][CH2:10][N:11]([S:13](=[O:14])(=[O:15])[c:16]2[s:17][cH:18][cH:19][cH:20]2)[CH2:12]1)(=[O:4])=[O:5].[CH3:34][CH:35]1[CH2:36][O:37][CH2:38][CH2:39][NH:40]1.[CH3:47][C:48]#[N:49].[K+:45].[K+:46]>>[CH2:6]([CH:7]1[N:8]([c:21]2[cH:22][cH:23][c:24]([C:27]([C:28]([F:29])([F:30])[F:31])([CH3:32])[OH:33])[cH:25][cH:26]2)[CH2:9][CH2:10][N:11]([S:13](=[O:14])(=[O:15])[c:16]2[s:17][cH:18][cH:19][cH:20]2)[CH2:12]1)[N:40]1[CH:35]([CH3:34])[CH2:36][O:37][CH2:38][CH2:39]1.